Dataset: the Open Reaction Database (ORD), a public repository of structured organic reaction records. Task: describe an organic reaction: reactants, conditions, products, and yield As a reaction SMILES: [OH-].[K+].[C:3]([C:5]1[CH:18]=[CH:17][C:16]2[S:15][C:14]3[C:9](=[CH:10][CH:11]=[CH:12][CH:13]=3)[NH:8][C:7]=2[CH:6]=1)#[N:4].C1(C)C=CC=CC=1.Cl[CH:27]([CH3:32])[CH2:28][N:29]([CH3:31])[CH3:30]>C(C(C)=O)C.C(OCC)C>[CH3:30][N:29]([CH3:31])[CH2:28][CH:27]([N:8]1[C:7]2[CH:6]=[C:5]([C:3]#[N:4])[CH:18]=[CH:17][C:16]=2[S:15][C:14]2[C:9]1=[CH:10][CH:11]=[CH:12][CH:13]=2)[CH3:32] |f:0.1|. Procedure: Powdered potassium hydroxide (96.7 g) is added to a suspension of 2-cyanophenothiazine (242 g) in methyl ethyl ketone (2.2 liters). The temperature of the mixture rises spontaneously to 24° C. and the mixture is brought to 60° C. for half an hour while stirring. The toluene solution of 2-chloro-1-dimethylaminopropane prepared above is added in the course of 30 minutes. The mixture is heated under reflux for 12 hours. After cooling, the mixture is transferred to a separating funnel and washed wit... Run in C(C)C(=O)C (methyl ethyl ketone), C(C)OCC (ethyl ether). Starting materials: C1(=CC=CC=C1)C (toluene), ClC(CN(C)C)C (2-chloro-1-dimethylaminopropane), [OH-].[K+] (potassium hydroxide), C(#N)C1=CC=2NC3=CC=CC=C3SC2C=C1 (2-cyanophenothiazine). The product is CN(CC(C)N1C2=CC=CC=C2SC=2C=CC(=CC12)C#N)C (10-[(2RS)-1-dimethylamino-2-propyl]-2-phenothiazinecarbonitrile). Starting materials: C1CCOC1, CN, COC(=O)c1cccc(S(=O)(=O)Cl)c1Cl, [K+], [K+], O=C([O-])[O-], c1ccccc1. Product: CNS(=O)(=O)c1cccc(C(=O)OC)c1Cl. As a reaction SMILES: [CH2:24]1[O:25][CH2:26][CH2:27][CH2:28]1.[CH3:22][NH2:23].[Cl:1][c:2]1[c:3]([C:4](=[O:5])[O:6][CH3:7])[cH:8][cH:9][cH:10][c:11]1[S:12](=[O:13])(=[O:14])[Cl:15].[K+:16].[K+:17].[O-:18][C:19]([O-:20])=[O:21].[cH:29]1[cH:30][cH:31][cH:32][cH:33][cH:34]1>>[Cl:1][c:2]1[c:3]([C:4](=[O:5])[O:6][CH3:7])[cH:8][cH:9][cH:10][c:11]1[S:12](=[O:13])(=[O:14])[NH:23][CH3:22].